describe an organic reaction: reactants, conditions, products, and yield From a dataset of the Open Reaction Database (ORD), a public repository of structured organic reaction records. Reactants: [BH4-].[Na+] (NaBH4), CC1=CCCC(C1C=O)(C)C (alpha-cyclocitral). Run in C(C)O (ethanol). Reaction conditions: time 8 hour. Product: CC1=CCCC(C1CO)(C)C (alpha-cyclogeraniol). Isolated yield 71.1%. RXN SMILES: [BH4-].[Na+].[CH3:3][C:4]1[CH:9]([CH:10]=[O:11])[C:8]([CH3:13])([CH3:12])[CH2:7][CH2:6][CH:5]=1>C(O)C>[CH3:3][C:4]1[CH:9]([CH2:10][OH:11])[C:8]([CH3:13])([CH3:12])[CH2:7][CH2:6][CH:5]=1 |f:0.1|. Procedure: To a suspension of 1.25 g NaBH4 in 50 ml. 95% ethanol cooled in an ice bath was added dropwise with stirring 5.0 g alpha-cyclocitral which had been prepared as described in Example 1. When the addition was complete, the ice bath was removed and water was added to dissolve any remaining solids. The reaction mixture was then stirred overnight at room temperature. The solvent was removed at reduced pressure and the residue taken up in ether, washed with 1 N acetic acid, dilute sodium bicarbonate an... Reactants: CCC(=O)Nc1cc(Br)cc(C(=O)c2cccnc2)c1, CCC(=O)Nc1cc(C(=O)c2cccnc2)cc(-c2cccc3c2ccn3[Si](C(C)C)(C(C)C)C(C)C)c1. Product: CCC(=O)Nc1cc(C(=O)c2cccnc2)cc(-c2cccc3[nH]ccc23)c1. As a reaction SMILES: [Br:1][c:2]1[cH:3][c:4]([NH:5][C:6](=[O:7])[CH2:8][CH3:9])[cH:10][c:11]([C:12]([c:13]2[cH:14][n:15][cH:16][cH:17][cH:18]2)=[O:19])[cH:20]1.[n:21]1[cH:22][c:23]([C:27](=[O:28])[c:29]2[cH:30][c:31]([NH:54][C:55]([CH2:56][CH3:57])=[O:58])[cH:32][c:33](-[c:35]3[c:36]4[cH:37][cH:38][n:39]([Si:44]([CH:45]([CH3:46])[CH3:47])([CH:48]([CH3:49])[CH3:50])[CH:51]([CH3:52])[CH3:53])[c:40]4[cH:41][cH:42][cH:43]3)[cH:34]2)[cH:24][cH:25][cH:26]1>>[n:21]1[cH:22][c:23]([C:27](=[O:28])[c:29]2[cH:30][c:31]([NH:54][C:55]([CH2:56][CH3:57])=[O:58])[cH:32][c:33](-[c:35]3[c:36]4[cH:37][cH:38][nH:39][c:40]4[cH:41][cH:42][cH:43]3)[cH:34]2)[cH:24][cH:25][cH:26]1. Starting materials: Cl.BrC=1C(=CC2=C(C(C[C@H]3CCN(C[C@H]23)C)=O)C1OC)OC (trans-8-bromo-7,9-dimethoxy-2-methyl-1,3,4,4a,5,10b-hexahydro-2H-benzo[h] isoquinolin-6-one hydrochloride), B(Br)(Br)Br (BBr3). Run in C(Cl)Cl (methylene chloride), C(Cl)Cl (methylene chloride). Run at time 1 hour. The product is BrC=1C(=CC2=C(C(C[C@H]3CCN(C[C@H]23)C)=O)C1O)OC (trans-8-bromo-7-hydroxy-9-methoxy-2-methyl-1,3,4,4a,5,10b-hexahydro-2H-benzo[h]isoquinolin-6-one). Yield: 8.4%. As a reaction SMILES: Cl.[Br:2][C:3]1[C:4]([O:21][CH3:22])=[CH:5][C:6]2[C@@H:15]3[C@H:10]([CH2:11][CH2:12][N:13]([CH3:16])[CH2:14]3)[CH2:9][C:8](=[O:17])[C:7]=2[C:18]=1[O:19]C.B(Br)(Br)Br>C(Cl)Cl>[Br:2][C:3]1[C:4]([O:21][CH3:22])=[CH:5][C:6]2[C@@H:15]3[C@H:10]([CH2:11][CH2:12][N:13]([CH3:16])[CH2:14]3)[CH2:9][C:8](=[O:17])[C:7]=2[C:18]=1[OH:19] |f:0.1|. Reported procedure: A solution of 0.421 g (1:11 mmol) of trans-8-bromo-7,9-dimethoxy-2-methyl-1,3,4,4a,5,10b-hexahydro-2H-benzo[h] isoquinolin-6-one hydrochloride in 40 ml of methylene chloride was treated at −70° with 1.23 ml of a 1M BBr3 solution in methylene chloride. After 15 minutes the cooling bath was removed. After the solution had reached room temperature it was stirred for one hour, subsequently poured on to 80 ml of ice/sat. sodium hydrogen carbonate solution and extracted three times with 60 ml of methy...